Dataset: the Open Reaction Database (ORD), a public repository of structured organic reaction records. Task: describe an organic reaction: reactants, conditions, products, and yield Starting materials: BrC=1C=NN(C1)CCN1C(C2=CC(=CC=C2C=N1)C1=CC=C(C=C1)OC(F)(F)F)=O (2-(2-(4-bromo-1H-pyrazol-1-yl)ethyl)-7-(4-(trifluoromethoxy)phenyl)phthalazin-1(2H)-one), COC1=NC=C(C=N1)B(O)O (2-methoxypyrimidin-5-ylboronic acid), dppf(Pd)Cl2, C([O-])([O-])=O.[K+].[K+] (potassium carbonate). Run in C1(=CC=CC=C1)C (toluene). Run at temperature 85 celsius. The product is COC1=NC=C(C=N1)C=1C=NN(C1)CCN1C(C2=CC(=CC=C2C=N1)C1=CC=C(C=C1)OC(F)(F)F)=O (2-(2-(4-(2-methoxypyrimidin-5-yl)-1H-pyrazol-1-yl)ethyl)-7-(4-(trifluoromethoxy)phenyl)phthalazin-1(2H)-one). RXN SMILES: Br[C:2]1[CH:3]=[N:4][N:5]([CH2:7][CH2:8][N:9]2[N:18]=[CH:17][C:16]3[C:11](=[CH:12][C:13]([C:19]4[CH:24]=[CH:23][C:22]([O:25][C:26]([F:29])([F:28])[F:27])=[CH:21][CH:20]=4)=[CH:14][CH:15]=3)[C:10]2=[O:30])[CH:6]=1.[CH3:31][O:32][C:33]1[N:38]=[CH:37][C:36](B(O)O)=[CH:35][N:34]=1.C(=O)([O-])[O-].[K+].[K+]>C1(C)C=CC=CC=1>[CH3:31][O:32][C:33]1[N:38]=[CH:37][C:36]([C:2]2[CH:3]=[N:4][N:5]([CH2:7][CH2:8][N:9]3[N:18]=[CH:17][C:16]4[C:11](=[CH:12][C:13]([C:19]5[CH:24]=[CH:23][C:22]([O:25][C:26]([F:29])([F:28])[F:27])=[CH:21][CH:20]=5)=[CH:14][CH:15]=4)[C:10]3=[O:30])[CH:6]=2)=[CH:35][N:34]=1 |f:2.3.4|. Procedure details: A mixture of 2-(2-(4-bromo-1H-pyrazol-1-yl)ethyl)-7-(4-(trifluoromethoxy)phenyl)phthalazin-1(2H)-one (35 mg, 0.073 mmol), 2-methoxypyrimidin-5-ylboronic acid (13 mg, 0.087 mmol), dppf(Pd)Cl2 (2.7 mg, 0.0037 mmol), potassium carbonate (20 mg, 0.015 mmol) in degassed toluene (1 mL), degassed water (0.5 mL) and degassed isopropanol (0.5 mL) was heated at 85° C. for 3 hours. The layers were separated, the organic layer was concentrated and the residue was purified by reverse phase HPLC to provide 2-...